This data is from the Open Reaction Database (ORD), a public repository of structured organic reaction records. The task is: describe an organic reaction: reactants, conditions, products, and yield Reactants: C(=O)C12C3=CC=CC=C3C(C=3C=CC=CC13)C2 (9-formyl-9,10-dihydro-9,10-methanoanthracene), CC(=O)C.OS(=O)(=O)O.O=[Cr](=O)=O (Jones' reagent). Solvent: O (water), CC(=O)C (acetone). Conditions: time 1 hour. The product is C1=CC=CC=2C3C4=CC=CC=C4C(C12)(C3)C(=O)O (9,10-dihydro-9,10-methanoanthracene-9-carboxylic acid). RXN SMILES: [CH:1]([C:3]12[CH2:17][CH:10]([C:11]3[CH:12]=[CH:13][CH:14]=[CH:15][C:16]=31)[C:9]1[C:4]2=[CH:5][CH:6]=[CH:7][CH:8]=1)=[O:2].CC(C)=[O:20].OS(O)(=O)=O.O=[Cr](=O)=O>CC(C)=O.O>[CH:5]1[C:4]2[C:3]3([C:1]([OH:20])=[O:2])[CH2:17][CH:10]([C:11]4[C:16]3=[CH:15][CH:14]=[CH:13][CH:12]=4)[C:9]=2[CH:8]=[CH:7][CH:6]=1 |f:1.2.3|. Procedure details: To a solution of 9-formyl-9,10-dihydro-9,10-methanoanthracene (3.5 g) in acetone (17 ml) was dropwise added Jones' reagent (5.0 ml) at room temperature. The reaction mixture was stirred at room temperature for 1 hour, diluted with water and extracted with ethyl acetate. The ethyl acetate extract was washed with water, dried over anhydrous sodium sulfate and evaporated to dryness to give 9,10-dihydro-9,10-methanoanthracene-9-carboxylic acid. M.P. 199.5°-200.5° C. Reactants: ON1N=NC2=C1C=CC=C2 (1-Hydroxybenzotriazole), NCCC1=CNC2=CC=CC=C12 (tryptamine), CN1CCOCC1 (N-methylmorpholine), CN(C1(CCC(CC1)CC(=O)O)C1=NC=CC=C1)C ((4-dimethylamino-4-pyridin-2-yl-cyclohexyl)-acetic acid), C1(CCCCC1)N=C=NC1CCCCC1 (dicyclohexylcarbodiimide), [OH-].[Na+] (sodium hydroxide), C(=O)(NC1CCCCC1)NC1CCCCC1 (dicyclohexylurea). Solvent: O (water), CN(C=O)C (dimethylformamide). Reaction conditions: time 16 hour. Yields the product CN(C1(CCC(CC1)CC(=O)NCCC1=CNC2=CC=CC=C12)C1=NC=CC=C1)C (2-(4-Dimethylamino-4-pyridin-2-ylcyclohexyl)-N-[2-(1H-indol-3-yl)-ethyl]acetamide). Reaction SMILES: ON1C2C=CC=CC=2N=N1.[NH2:11][CH2:12][CH2:13][C:14]1[C:22]2[C:17](=[CH:18][CH:19]=[CH:20][CH:21]=2)[NH:16][CH:15]=1.CN1CCOCC1.[CH3:30][N:31]([CH3:48])[C:32]1([C:42]2[CH:47]=[CH:46][CH:45]=[CH:44][N:43]=2)[CH2:37][CH2:36][CH:35]([CH2:38][C:39](O)=[O:40])[CH2:34][CH2:33]1.C1(N=C=NC2CCCCC2)CCCCC1.C(NC1CCCCC1)(NC1CCCCC1)=O.[OH-].[Na+]>O.CN(C)C=O>[CH3:48][N:31]([CH3:30])[C:32]1([C:42]2[CH:47]=[CH:46][CH:45]=[CH:44][N:43]=2)[CH2:33][CH2:34][CH:35]([CH2:38][C:39]([NH:11][CH2:12][CH2:13][C:14]2[C:22]3[C:17](=[CH:18][CH:19]=[CH:20][CH:21]=3)[NH:16][CH:15]=2)=[O:40])[CH2:36][CH2:37]1 |f:6.7|. Procedure: 1-Hydroxybenzotriazole (432 mg, 3.2 mmol), tryptamine (256 mg, 1.6 mmol) and N-methylmorpholine (0.352 ml, 3.2 mmol) were added to a solution of the more polar diastereoisomer of (4-dimethylamino-4-pyridin-2-yl-cyclohexyl)-acetic acid (476 mg, 1.6 mmol) in abs. dimethylformamide (20 ml) under argon. The solution was cooled in an ice-bath, dicyclohexylcarbodiimide (660 mg, 3.2 mmol) was added and the mixture was stirred at RT for 13 d, during which dicyclohexylurea precipitated out. Working up of... The reactants are C(C)OC(C(C)(C)OC1=CC=C(C=C1)OCCC=1N=C(OC1C)C1=C(C=CC=C1)C1=CC=C2C(=CC=C2)O1)=O (2-(4-{2-[2-(4-benzofur-2-yl-phenyl)-5-methyloxazol-4-yl]ethoxy}phenoxy)-2-methylpropionic acid ethyl ester), [OH-].[Li+] (lithium hydroxide), solution, C(C)O (ethanol), Cl (HCl). Solvent: O (water). Yields the product O1C(=CC=C2C1=CC=C2)C2=C(C=CC=C2)C=2OC(=C(N2)CCOC2=CC=C(OC(C(=O)O)(C)C)C=C2)C (2-(4-{2-[2-(4-benzofur-2-yl-phenyl)-5-methyloxazol-4-yl]ethoxy}phenoxy)-2-methylpropionic acid). Reaction SMILES: C([O:3][C:4](=[O:39])[C:5]([O:8][C:9]1[CH:14]=[CH:13][C:12]([O:15][CH2:16][CH2:17][C:18]2[N:19]=[C:20]([C:24]3[CH:29]=[CH:28][CH:27]=[CH:26][C:25]=3[C:30]3[O:38][C:34]4=[CH:35][CH:36]=[CH:37][C:33]4=[CH:32][CH:31]=3)[O:21][C:22]=2[CH3:23])=[CH:11][CH:10]=1)([CH3:7])[CH3:6])C.[OH-].[Li+].C(O)C.Cl>O>[O:38]1[C:34]2=[CH:35][CH:36]=[CH:37][C:33]2=[CH:32][CH:31]=[C:30]1[C:25]1[CH:26]=[CH:27][CH:28]=[CH:29][C:24]=1[C:20]1[O:21][C:22]([CH3:23])=[C:18]([CH2:17][CH2:16][O:15][C:12]2[CH:11]=[CH:10][C:9]([O:8][C:5]([CH3:7])([CH3:6])[C:4]([OH:39])=[O:3])=[CH:14][CH:13]=2)[N:19]=1 |f:1.2|. Procedure: To a 20 mL round-bottomed flask equipped for magnetic stirring and fitted with a reflux condenser was added 2-(4-{2-[2-(4-benzofur-2-yl-phenyl)-5-methyloxazol-4-yl]ethoxy}phenoxy)-2-methylpropionic acid ethyl ester (0.268 mmoles), lithium hydroxide (0.535 mmoles, 0.268 mL of a 2N solution), and ethanol (5 mL). This solution was heated to reflux for 2 h. Distilled water was added to the mixture and the pH was adjusted to 3 using a 1N HCl solution. The organic layer was extracted with ethyl acetat... Reactants: FC1=C(C=CC=C1C(F)(F)F)C1CCNCC1 (4-[2-fluoro-3-(trifluoromethyl)phenyl]piperidine), amine, Cl (hydrochloric acid), C([O-])([O-])=O.[K+].[K+] (potassium carbonate), BrCCOC (1-bromo-2-methoxyethane). Solvent: C(C)#N (acetonitrile). The product is FC1=C(C=CC=C1C(F)(F)F)C1CCN(CC1)CCOC (4-[2-FLUORO-3-(TRIFLUOROMETHYL)PHENYL]-1-(2-METHOXYETHYL)PIPERIDINE). As a reaction SMILES: [F:1][C:2]1[C:7]([C:8]([F:11])([F:10])[F:9])=[CH:6][CH:5]=[CH:4][C:3]=1[CH:12]1[CH2:17][CH2:16][NH:15][CH2:14][CH2:13]1.C(=O)([O-])[O-].[K+].[K+].Br[CH2:25][CH2:26][O:27][CH3:28].Cl>C(#N)C>[F:1][C:2]1[C:7]([C:8]([F:9])([F:10])[F:11])=[CH:6][CH:5]=[CH:4][C:3]=1[CH:12]1[CH2:17][CH2:16][N:15]([CH2:25][CH2:26][O:27][CH3:28])[CH2:14][CH2:13]1 |f:1.2.3|. Procedure details: Preparation according to Example 1: 4-[2-fluoro-3-(trifluoromethyl)phenyl]piperidine (0.45 g, 1.82 mmol), acetonitrile (20 ml), potassium carbonate (0.6 g, 1.1 mmol) and 1-bromo-2-methoxyethane (0.16 ml, 2.0 mmol). Yield: 0.34 g (61%). The amine was converted to the hydrochloric acid salt and recrystallized from ethanol/diethyl ether: M.p. 180-181° C. MS m/z (relative intensity, 70 eV) 305 (M+, 2), 261 (14), 260 (bp), 217 (5), 177 (9). The reactants are CCOC(=O)c1cn(Cc2ccccc2)c2nc(N3CCNCC3)ncc2c1=O, O=S(=O)(O)O. Yields the product O=C(O)c1cn(Cc2ccccc2)c2nc(N3CCNCC3)ncc2c1=O. As a reaction SMILES: [CH2:1]([c:2]1[cH:3][cH:4][cH:5][cH:6][cH:7]1)[n:8]1[cH:9][c:10]([C:25](=[O:26])[O:27][CH2:28][CH3:29])[c:11](=[O:24])[c:12]2[c:13]1[n:14][c:15]([N:18]1[CH2:19][CH2:20][NH:21][CH2:22][CH2:23]1)[n:16][cH:17]2.[S:30](=[O:31])(=[O:32])([OH:33])[OH:34]>>[CH2:1]([c:2]1[cH:3][cH:4][cH:5][cH:6][cH:7]1)[n:8]1[cH:9][c:10]([C:25](=[O:26])[OH:27])[c:11](=[O:24])[c:12]2[c:13]1[n:14][c:15]([N:18]1[CH2:19][CH2:20][NH:21][CH2:22][CH2:23]1)[n:16][cH:17]2. As a reaction SMILES: N1C=CC=CC=1NC1C=CC=CC=1N.[Cl:15]C1C=C(C=CC=1)/C=C/C(Cl)=O.[N:27]1[CH:32]=[CH:31][CH:30]=[CH:29][C:28]=1[N:33]1[C:37]2[CH:38]=[CH:39][CH:40]=[CH:41][C:36]=2[N:35]=[C:34]1/[CH:42]=[CH:43]/[C:44]1[CH:49]=[CH:48][CH:47]=[CH:46][CH:45]=1.[ClH:50]>CO>[ClH:15].[Cl:50][C:46]1[CH:45]=[C:44]([CH:49]=[CH:48][CH:47]=1)/[CH:43]=[CH:42]/[C:34]1[N:33]([C:28]2[CH:29]=[CH:30][CH:31]=[CH:32][N:27]=2)[C:37]2[CH:38]=[CH:39][CH:40]=[CH:41][C:36]=2[N:35]=1 |f:5.6|. Reported procedure: Free base of the titled compound was prepared from N-(2-pyridyl)-o-phenylenediamine and (E)-3-chlorocinnamoyl chloride (Amino, Y.; Kawada, K.; Toi, K.; Kumashiro, I.; Fukushima, K. Chem. Pharm. Bull., 1988, 36, 4426) according to the preparation of (E)-1-(2-pyridyl)-2-styryl-1H-benzimidazole (Example 1, method A). The free base was dissolved with a 10% methanol solution of hydrogen chloride (5 ml). Concentration and recrystallization from ethyl acetate/ethanol yielded the titled compound. Starting materials: Cl (hydrogen chloride), N1=C(C=CC=C1)NC1=C(C=CC=C1)N (N-(2-pyridyl)-o-phenylenediamine), ClC=1C=C(/C=C/C(=O)Cl)C=CC1 ((E)-3-chlorocinnamoyl chloride), N1=C(C=CC=C1)N1C(=NC2=C1C=CC=C2)\C=C\C2=CC=CC=C2 ((E)-1-(2-pyridyl)-2-styryl-1H-benzimidazole). Product: Cl.ClC=1C=C(/C=C/C2=NC3=C(N2C2=NC=CC=C2)C=CC=C3)C=CC1 ((E)-2-(3-Chlorostyryl)-1-(2-pyridyl)-1H-benzimidazole hydrochloride). Solvent: CO (methanol). Reactants: ON=CC1CCN(CC1)C(=O)OC(C)(C)C (tert-Butyl 4-((hydroxyimino)methyl)piperidine-1-carboxylate), ClN1C(CCC1=O)=O (1-chloropyrrolidine-2,5-dione). Solvent: [Cl-].[Na+].O (brine), CN(C)C=O (DMF). Conditions: time 8 hour. Product: ClC(C1CCN(CC1)C(=O)OC(C)(C)C)=NO (tert-butyl 4-(chloro(hydroxyimino)methyl)piperidine-1-carboxylate). Yield: 99.5%. Reaction SMILES: [OH:1][N:2]=[CH:3][CH:4]1[CH2:9][CH2:8][N:7]([C:10]([O:12][C:13]([CH3:16])([CH3:15])[CH3:14])=[O:11])[CH2:6][CH2:5]1.[Cl:17]N1C(=O)CCC1=O>CN(C=O)C.[Cl-].[Na+].O>[Cl:17][C:3](=[N:2][OH:1])[CH:4]1[CH2:9][CH2:8][N:7]([C:10]([O:12][C:13]([CH3:16])([CH3:15])[CH3:14])=[O:11])[CH2:6][CH2:5]1 |f:3.4.5|. Reported procedure: tert-Butyl 4-((hydroxyimino)methyl)piperidine-1-carboxylate (2.0 g, 8.8 mmol) in DMF (100 mL) was charged with 1-chloropyrrolidine-2,5-dione (1.2 g, 8.8 mmol). The reaction stirred at ambient temperature overnight. The material was poured into a 1:1 brine:water mixture and the resultant solution was extracted with ethyl acetate. The organic layer was wash twice with water, dried, and concentrated to afford the title compound (2.3 g, 100%). The reactants are C(C)OC(=O)C=1N=C(SC1)C1CCN(CC1)C(CN1N=C(C=C1C)C(F)(F)F)=O (2-{1-[2-(5-methyl-3-trifluoromethyl-pyrazol-1-yl)-acetyl]-piperidin-4-yl}-thiazole-4-carboxylic acid ethyl ester), [OH-].[Na+] (sodium hydroxide), Cl (HCl), aqueous solution. The solvent is C1CCOC1 (THF). Reaction conditions: time 3 hour. The product is CC1=CC(=NN1CC(=O)N1CCC(CC1)C=1SC=C(N1)C(=O)O)C(F)(F)F (2-{1-[2-(5-methyl-3-trifluoromethyl-pyrazol-1-yl)-acetyl]-piperidin-4-yl}-thiazole-4-carboxylic acid). Isolated yield 93.4%. As a reaction SMILES: C([O:3][C:4]([C:6]1[N:7]=[C:8]([CH:11]2[CH2:16][CH2:15][N:14]([C:17](=[O:29])[CH2:18][N:19]3[C:23]([CH3:24])=[CH:22][C:21]([C:25]([F:28])([F:27])[F:26])=[N:20]3)[CH2:13][CH2:12]2)[S:9][CH:10]=1)=[O:5])C.[OH-].[Na+].Cl>C1COCC1>[CH3:24][C:23]1[N:19]([CH2:18][C:17]([N:14]2[CH2:15][CH2:16][CH:11]([C:8]3[S:9][CH:10]=[C:6]([C:4]([OH:5])=[O:3])[N:7]=3)[CH2:12][CH2:13]2)=[O:29])[N:20]=[C:21]([C:25]([F:28])([F:26])[F:27])[CH:22]=1 |f:1.2|. Reported procedure: To a solution of 2-{1-[2-(5-methyl-3-trifluoromethyl-pyrazol-1-yl)-acetyl]-piperidin-4-yl}-thiazole-4-carboxylic acid ethyl ester (2.67 g, 6.2 mmol) in THF (20 mL) is added aqueous solution of sodium hydroxide (2 M, 4.65 mL, 9.3 mmol) at RT. After stirring 3 h at RT, the reaction mixture is acidified with 2M aqueous solution of HCl until pH 2-3, and the solution is extracted with ethylacetate (20 mL). The aqueous layer is re-extracted with ethylacetate (20 mL) and the combined organic layers are... Reactants: COc1ccc(Cl)cc1C(=O)N=c1sc(C(C)(C)C)cn1CC1(OC(C)=O)CC1, COc1ccc(P2(=S)SP(=S)(c3ccc(OC)cc3)S2)cc1, Cc1ccccc1. The product is COc1ccc(Cl)cc1C(=S)N=c1sc(C(C)(C)C)cn1CC1(OC(C)=O)CC1. As a reaction SMILES: [C:1]([CH3:2])(=[O:3])[O:4][C:5]1([CH2:8][n:9]2[c:10](=[N:18][C:19]([c:20]3[c:21]([O:27][CH3:28])[cH:22][cH:23][c:24]([Cl:26])[cH:25]3)=[O:29])[s:11][c:12]([C:14]([CH3:15])([CH3:16])[CH3:17])[cH:13]2)[CH2:6][CH2:7]1.[CH3:30][O:31][c:32]1[cH:33][cH:34][c:35]([P:36]2(=[S:37])[S:38][P:40](=[S:41])([c:42]3[cH:43][cH:44][c:45]([O:46][CH3:47])[cH:48][cH:49]3)[S:39]2)[cH:50][cH:51]1.[CH3:52][c:53]1[cH:54][cH:55][cH:56][cH:57][cH:58]1>>[C:1]([CH3:2])(=[O:3])[O:4][C:5]1([CH2:8][n:9]2[c:10](=[N:18][C:19]([c:20]3[c:21]([O:27][CH3:28])[cH:22][cH:23][c:24]([Cl:26])[cH:25]3)=[S:39])[s:11][c:12]([C:14]([CH3:15])([CH3:16])[CH3:17])[cH:13]2)[CH2:6][CH2:7]1.